From a dataset of the Open Reaction Database (ORD), a public repository of structured organic reaction records. describe an organic reaction: reactants, conditions, products, and yield Starting materials: CCO, Cl, [O-][I+2]([O-])[O-], I, [K+], O, CC(C)C(=O)c1ccc(O)cc1O. Product: CC(C)C(=O)c1ccc(O)c(I)c1O. Reaction SMILES: [CH3:21][CH2:22][OH:23].[ClH:20].[I+2:14]([O-:15])([O-:16])[O-:17].[I:19].[K+:18].[OH2:24].[OH:1][c:2]1[c:3]([C:9]([CH:10]([CH3:11])[CH3:12])=[O:13])[cH:4][cH:5][c:6]([OH:8])[cH:7]1>>[OH:1][c:2]1[c:3]([C:9]([CH:10]([CH3:11])[CH3:12])=[O:13])[cH:4][cH:5][c:6]([OH:8])[c:7]1[I:14]. Reactants: COc1ccc(CCl)cc1, [H-], Cc1c(I)c[nH]c(=O)c1[N+](=O)[O-], [Na+], O. Yields the product COc1ccc(Cn2cc(I)c(C)c([N+](=O)[O-])c2=O)cc1. RXN SMILES: [CH3:15][O:16][c:17]1[cH:18][cH:19][c:20]([CH2:21][Cl:22])[cH:23][cH:24]1.[H-:13].[I:1][c:2]1[c:3]([CH3:12])[c:4]([N+:9](=[O:10])[O-:11])[c:5](=[O:8])[nH:6][cH:7]1.[Na+:14].[OH2:25]>>[I:1][c:2]1[c:3]([CH3:12])[c:4]([N+:9](=[O:10])[O-:11])[c:5](=[O:8])[n:6]([CH2:21][c:20]2[cH:19][cH:18][c:17]([O:16][CH3:15])[cH:24][cH:23]2)[cH:7]1. Reactants: C(C)(C)(C)OC(=O)N[C@@]12CN(C[C@]2(CCC1)F)[C@H](C)C1=CC=CC=C1 ((1R,5S)-1-(tert-Butoxycarbonylamino)-5-fluoro-3-[(1R)-1-phenylethyl]-3-azabicyclo[3.3.0]octane), [H][H] (hydrogen). Reagents/catalysts: [C].[Pd] (palladium-carbon). The solvent is C(C)O (ethanol). Product: C(C)(C)(C)OC(=O)N[C@@]12CNC[C@]2(CCC1)F ((1R,5S)-1-(tert-Butoxycarbonylamino)-5-fluoro-3-azabicyclo[3.3.0]octane). The yield is 91.3%. Reaction SMILES: [C:1]([O:5][C:6]([NH:8][C@@:9]12[CH2:16][CH2:15][CH2:14][C@:13]1([F:17])[CH2:12][N:11]([C@@H](C1C=CC=CC=1)C)[CH2:10]2)=[O:7])([CH3:4])([CH3:3])[CH3:2].[H][H]>C(O)C.[C].[Pd]>[C:1]([O:5][C:6]([NH:8][C@@:9]12[CH2:16][CH2:15][CH2:14][C@:13]1([F:17])[CH2:12][NH:11][CH2:10]2)=[O:7])([CH3:4])([CH3:2])[CH3:3] |f:3.4|. Procedure: (1R,5S)-1-(tert-Butoxycarbonylamino)-5-fluoro-3-[(1R)-1-phenylethyl]-3-azabicyclo[3.3.0]octane (700 mg, 2.0 mmol) was dissolved in ethanol (30 mL). 10% palladium-carbon (50% wet) (1.01 g) was added, and the mixture was stirred in a hydrogen atmosphere at 50° C. for 15 hours. The catalyst was removed by filtration, and then the filtrate was concentrated under reduced pressure. The resulting residue was subjected to silica gel column chromatography (dichloromethane:methanol=98:2→95:5) to give 446 ... Reactants: [Br-], C[Mg+], [Cl-], [Mg], [NH4+], CC(C)(CCCCOc1ccccc1)C(=O)c1cccc(OCc2ccc3ccccc3n2)c1. Product: CC(C)(CCCCOc1ccccc1)C(C)(O)c1cccc(OCc2ccc3ccccc3n2)c1. RXN SMILES: [Br-:35].[CH3:36][Mg+:37].[Cl-:38].[Mg:40].[NH4+:39].[O:1]([c:2]1[cH:3][cH:4][cH:5][cH:6][cH:7]1)[CH2:8][CH2:9][CH2:10][CH2:11][C:12]([C:13](=[O:14])[c:15]1[cH:16][c:17]([O:18][CH2:19][c:20]2[n:21][c:22]3[cH:23][cH:24][cH:25][cH:26][c:27]3[cH:28][cH:29]2)[cH:30][cH:31][cH:32]1)([CH3:33])[CH3:34]>>[O:1]([c:2]1[cH:3][cH:4][cH:5][cH:6][cH:7]1)[CH2:8][CH2:9][CH2:10][CH2:11][C:12]([C:13]([OH:14])([c:15]1[cH:16][c:17]([O:18][CH2:19][c:20]2[n:21][c:22]3[cH:23][cH:24][cH:25][cH:26][c:27]3[cH:28][cH:29]2)[cH:30][cH:31][cH:32]1)[CH3:36])([CH3:33])[CH3:34]. Reactants: ClC1=CC=C(C(=N1)C(=O)NC1=C2C=NNC2=CC(=C1)C1=C2C=CNC2=CC=C1)F (6-Chloro-3-fluoro-N-[6-(1H-indol-4-yl)-1H-indazol-4-yl]-2-pyridinecarboxamide). The solvent is N1CCCCC1 (piperidine), CS(=O)C.CO (DMSO MeOH). Conditions: temperature 160 celsius. Product: CN(C=1C(=NC(=CC1)N1CCCCC1)C(=O)NC1=C2C=NNC2=CC(=C1)C1=C2C=CNC2=CC=C1)C (3-(Dimethylamino)-N-[6-(1H-indol-4-yl)-1H-indazol-4-yl]-6-(1-piperidinyl)-2-pyridinecarboxamide). Isolated yield 24.3%. RXN SMILES: Cl[C:2]1[N:7]=[C:6]([C:8]([NH:10][C:11]2[CH:19]=[C:18]([C:20]3[CH:28]=[CH:27][CH:26]=[C:25]4[C:21]=3[CH:22]=[CH:23][NH:24]4)[CH:17]=[C:16]3[C:12]=2[CH:13]=[N:14][NH:15]3)=[O:9])[C:5](F)=[CH:4][CH:3]=1>N1CCCCC1.CS(C)=O.CO>[CH3:8][N:10]([CH3:11])[C:5]1[C:6]([C:8]([NH:10][C:11]2[CH:19]=[C:18]([C:20]3[CH:28]=[CH:27][CH:26]=[C:25]4[C:21]=3[CH:22]=[CH:23][NH:24]4)[CH:17]=[C:16]3[C:12]=2[CH:13]=[N:14][NH:15]3)=[O:9])=[N:7][C:2]([N:7]2[CH2:2][CH2:3][CH2:4][CH2:5][CH2:6]2)=[CH:3][CH:4]=1 |f:2.3|. Procedure: 6-Chloro-3-fluoro-N-[6-(1H-indol-4-yl)-1H-indazol-4-yl]-2-pyridinecarboxamide (50 mg, 0.12 mmol) was placed in a microwave vial and dissolved in piperidine (0.5 ml). The mixture was heated at 160° C. for 1 h under microwave irradiation. The solvent was removed under a stream of nitrogen to give a crude residue that was dissolved in DMSO/MeOH (1:1) and purified by Mass Directed Automated Preparative HPLC (Method C). The product was loaded onto a 1 g aminopropyl column, eluted with MeOH and the so...